Dataset: the Open Reaction Database (ORD), a public repository of structured organic reaction records. Task: describe an organic reaction: reactants, conditions, products, and yield Starting materials: Brc1ccccc1Br, C1CCOC1, CCCCCC, CCOCC, [Li]CCCC, C[Si](C)(C)OS(=O)(=O)C(F)(F)F. Yields the product C[Si](C)(C)c1ccccc1Br. As a reaction SMILES: [Br:1][c:2]1[c:3]([Br:8])[cH:4][cH:5][cH:6][cH:7]1.[CH2:26]1[O:27][CH2:28][CH2:29][CH2:30]1.[CH3:31][CH2:32][CH2:33][CH2:34][CH2:35][CH3:36].[CH3:37][CH2:38][O:39][CH2:40][CH3:41].[CH3:9][CH2:10][CH2:11][CH2:12][Li:13].[F:14][C:15]([F:16])([F:17])[S:18]([O:19][Si:20]([CH3:21])([CH3:22])[CH3:23])(=[O:24])=[O:25]>>[Br:1][c:2]1[c:3]([Si:20]([CH3:21])([CH3:22])[CH3:23])[cH:4][cH:5][cH:6][cH:7]1. Solvent: CN(C(C)=O)C (N,N-dimethylacetamide). As a reaction SMILES: [Br:1][C:2]1[CH:7]=[CH:6][C:5](I)=[CH:4][CH:3]=1.[CH:9]1[C:21]2[NH:20][C:19]3[C:14](=[CH:15][CH:16]=[CH:17][CH:18]=3)[C:13]=2[CH:12]=[CH:11][CH:10]=1>CN(C)C(=O)C.[Cu-]=O>[Br:1][C:2]1[CH:7]=[CH:6][C:5]([N:20]2[C:21]3[CH:9]=[CH:10][CH:11]=[CH:12][C:13]=3[C:14]3[C:19]2=[CH:18][CH:17]=[CH:16][CH:15]=3)=[CH:4][CH:3]=1. Reagents/catalysts: [Cu-]=O (copper (I) oxide). The product is BrC1=CC=C(C=C1)N1C2=CC=CC=C2C=2C=CC=CC12 (9-(4-bromophenyl) carbazole). Reported procedure: 9-(4-bromophenyl) carbazole was prepared through the Ullmann Reaction following the procedures reported in the literature (Macromolecules 2004, 37, 5531-5537). Briefly, a mixture of 1-bromo-4-iodobenzene (2.83 g, 10 mmol), copper (I) oxide (2.86 g, 20 mmol) and carbazole (0.84 g, 5 mmol) in 10 ml N,N-dimethylacetamide (DMAC) was heated to reflux in an oil bath for 24 h under N2 atmosphere. The reaction mixture was cooled to room temperature and then filtered to remove excess copper complex. The ... Starting materials: BrC1=CC=C(C=C1)I (1-bromo-4-iodobenzene), C1=CC=CC=2C3=CC=CC=C3NC12 (carbazole). The reactants are COCCO, COCC#Cc1cc(Cl)c(Nc2ncnc3cc(OCCCCl)c(OC)cc23)c2c1OCO2, ClCCl, O=C1CNCCN1. The product is COCC#Cc1cc(Cl)c(Nc2ncnc3cc(OCCCN4CCNC(=O)C4)c(OC)cc23)c2c1OCO2. RXN SMILES: [CH3:41][O:42][CH2:43][CH2:44][OH:45].[Cl:1][c:2]1[c:3]([NH:16][c:17]2[n:18][cH:19][n:20][c:21]3[cH:22][c:23]([O:29][CH2:30][CH2:31][CH2:32][Cl:33])[c:24]([O:27][CH3:28])[cH:25][c:26]23)[c:4]2[c:5]([c:9]([C:11]#[C:12][CH2:13][O:14][CH3:15])[cH:10]1)[O:6][CH2:7][O:8]2.[Cl:46][CH2:47][Cl:48].[NH:34]1[C:35](=[O:40])[CH2:36][NH:37][CH2:38][CH2:39]1>>[Cl:1][c:2]1[c:3]([NH:16][c:17]2[n:18][cH:19][n:20][c:21]3[cH:22][c:23]([O:29][CH2:30][CH2:31][CH2:32][N:37]4[CH2:36][C:35](=[O:40])[NH:34][CH2:39][CH2:38]4)[c:24]([O:27][CH3:28])[cH:25][c:26]23)[c:4]2[c:5]([c:9]([C:11]#[C:12][CH2:13][O:14][CH3:15])[cH:10]1)[O:6][CH2:7][O:8]2.